The task is: describe an organic reaction: reactants, conditions, products, and yield. This data is from the Open Reaction Database (ORD), a public repository of structured organic reaction records. The reactants are N#Cc1ccc(COc2ccc3c(c2)cc2n3CCC2CC(=O)O)cc1C(F)(F)F, Cl, [Li+], C1COCCO1, [OH-]. Product: NC(=O)c1ccc(COc2ccc3c(c2)cc2n3CCC2CC(=O)O)cc1C(F)(F)F. RXN SMILES: [C:1](#[N:2])[c:3]1[c:4]([C:27]([F:28])([F:29])[F:30])[cH:5][c:6]([CH2:7][O:8][c:9]2[cH:10][c:11]3[cH:12][c:13]4[n:14]([c:15]3[cH:16][cH:17]2)[CH2:18][CH2:19][CH:20]4[CH2:21][C:22](=[O:23])[OH:24])[cH:25][cH:26]1.[ClH:33].[Li+:32].[O:34]1[CH2:35][CH2:36][O:37][CH2:38][CH2:39]1.[OH-:31]>>[C:1]([NH2:2])([c:3]1[c:4]([C:27]([F:28])([F:29])[F:30])[cH:5][c:6]([CH2:7][O:8][c:9]2[cH:10][c:11]3[cH:12][c:13]4[n:14]([c:15]3[cH:16][cH:17]2)[CH2:18][CH2:19][CH:20]4[CH2:21][C:22](=[O:23])[OH:24])[cH:25][cH:26]1)=[O:31]. Reactants: NC1=NC(C=2C(=N1)N=CC2)=O (2-Aminopyrrolo(2,3-d)pyrimidin-4-one), C(CCCCCCC)(=O)Cl (n-octanoyl chloride). Run in N1=CC=CC=C1 (pyridine). Reaction conditions: temperature 85 celsius. Product: C(CCCCCCC)(=O)NC1=NC(C=2C(=N1)N=CC2)=O (2-n-octanoylaminopyrrolo(2,3-d)pyrimidin-4-one). Isolated yield 80.1%. As a reaction SMILES: [NH2:1][C:2]1[N:7]=[C:6]2[N:8]=[CH:9][CH:10]=[C:5]2[C:4](=[O:11])[N:3]=1.[C:12](Cl)(=[O:20])[CH2:13][CH2:14][CH2:15][CH2:16][CH2:17][CH2:18][CH3:19]>N1C=CC=CC=1>[C:12]([NH:1][C:2]1[N:7]=[C:6]2[N:8]=[CH:9][CH:10]=[C:5]2[C:4](=[O:11])[N:3]=1)(=[O:20])[CH2:13][CH2:14][CH2:15][CH2:16][CH2:17][CH2:18][CH3:19]. Procedure details: 2-Aminopyrrolo(2,3-d)pyrimidin-4-one (6.0 g) is suspendeed in pyridine (80 ml) and, with stirring on an ice bath, n-octanoyl chloride (22.8 g) is added. The reaction mixture is warmed at 85° C. for 30 minutes and the solvent is distilled off under reduced pressure. Dilute hydrochloric acid is added to the residue and the mixture is extracted with chloroform. The extracts are combined and concentrated to dryness. The residue is dissolved in 8% (W/V) alcoholic ammonia (50 ml) and the solution is a... Starting materials: C(CC)[Si]1(CCC(CC1)C1CCC(CC1)=O)C (4-(4-n-propyl-4-methyl-4-silacyclohexyl)cyclohexanone), [Cl-].[NH4+] (ammonium chloride). Solvent: C1CCOC1 (THF). The product is C(CC)[Si]1(CCCCC1)C (1-propyl-1-methyl-silacyclohexane). RXN SMILES: [CH2:1]([Si:4]1([CH3:17])[CH2:9][CH2:8][CH:7](C2CCC(=O)CC2)[CH2:6][CH2:5]1)[CH2:2][CH3:3].[Cl-].[NH4+]>C1COCC1>[CH2:1]([Si:4]1([CH3:17])[CH2:9][CH2:8][CH2:7][CH2:6][CH2:5]1)[CH2:2][CH3:3] |f:1.2|. Procedure details: 32 g of 1-bromo-4-(t-butyldimethylsiloxy)benzene was dropped in a mixture of 2.55 g of magnesium and 100 ml of THF, followed by refluxing for 3 hours to obtain a Grignard reagent. A solution of 31.4 g of 4-(4-n-propyl-4-methyl-4-silacyclohexyl)cyclohexanone in 50 ml of THF was added to the reagent. After refluxing for 2 hours, the reaction mixture was cooled down to room temperature and poured into an ammonium chloride aqueous solution and extracted with benzene. 1 g of p-toluenesulfonic acid wa...